From a dataset of the Open Reaction Database (ORD), a public repository of structured organic reaction records. describe an organic reaction: reactants, conditions, products, and yield The reactants are S(=O)(=O)(OC)OC (dimethyl sulfate), [OH-].[K+] (potassium hydroxide), OCC(=O)C1=CC=CC=C1 (2-hydroxyacetophenone). Run in O (water). Run at time 30 minute. Yields the product COCC(=O)C1=CC=CC=C1 (2-Methoxyacetophenone). As a reaction SMILES: S(OC)(O[CH3:5])(=O)=O.[OH-].[K+].[OH:10][CH2:11][C:12]([C:14]1[CH:19]=[CH:18][CH:17]=[CH:16][CH:15]=1)=[O:13]>O>[CH3:5][O:10][CH2:11][C:12]([C:14]1[CH:19]=[CH:18][CH:17]=[CH:16][CH:15]=1)=[O:13] |f:1.2|. Procedure details: 250 g (1.98 mol) of dimethyl sulfate is added dropwise to a mixture of 130 g of potassium hydroxide in 1.1 of water and 260 g (1.90 mol) of 2-hydroxyacetophenone with cooling and vigorous stirring in such a way that the reaction solution is not heated above 40° C. After the reaction temperature has then been kept at 80° C. for 30 minutes, the mixture is allowed to cool to room temperature and extracted by shaking with a total of 250 ml of chloroform. The organic phase is shaken three times with ... The reactants are N1C=C(C2=CC=CC=C12)CC(=O)O (indole-3-acetic acid), C(C(=O)Cl)(=O)Cl (oxalyl chloride). The solvent is C(Cl)Cl (methylene chloride), CN(C=O)C (dimethylformamide). Reaction conditions: time 1 hour. Yields the product C1=CC=C2C(=C1)C(=CN2)CC(=O)Cl (1H-indole-3-acetyl chloride). Reaction SMILES: [NH:1]1[C:9]2[C:4](=[CH:5][CH:6]=[CH:7][CH:8]=2)[C:3]([CH2:10][C:11]([OH:13])=O)=[CH:2]1.C(Cl)(=O)C([Cl:17])=O>C(Cl)Cl.CN(C)C=O>[CH:6]1[CH:5]=[C:4]2[C:3]([CH2:10][C:11]([Cl:17])=[O:13])=[CH:2][NH:1][C:9]2=[CH:8][CH:7]=1. Procedure details: To indole-3-acetic acid (186 mg, 1.06 mmol) in 3.5 mL of methylene chloride and 0.009 mL of dimethylformamide, oxalyl chloride (2 M in methylene chloride, 0.64 mL, 1.27 mmol) was added. The mixture was stirred at room temperature for 1 hour and concentrated to give 1H-indole-3-acetyl chloride. The reactants are [BH4-], C1CCOC1, CCCCCC, CC(C)=O, CC(C)O, CC1(C)CCC(C)(C)c2cc(C(=O)COc3ccc(C(=O)NN4CCCCC4)c(O)c3)ccc21, [Na+]. The product is CC1(C)CCC(C)(C)c2cc(C(O)COc3ccc(C(=O)NN4CCCCC4)c(O)c3)ccc21. RXN SMILES: [BH4-:44].[CH2:39]1[O:40][CH2:41][CH2:42][CH2:43]1.[CH3:46][CH2:47][CH2:48][CH2:49][CH2:50][CH3:51].[CH3:52][C:53](=[O:54])[CH3:55].[CH:35]([OH:36])([CH3:37])[CH3:38].[N:1]1([NH:7][C:8]([c:9]2[c:10]([OH:33])[cH:11][c:12]([O:15][CH2:16][C:17](=[O:18])[c:19]3[cH:20][c:21]4[c:26]([cH:27][cH:28]3)[C:25]([CH3:29])([CH3:30])[CH2:24][CH2:23][C:22]4([CH3:31])[CH3:32])[cH:13][cH:14]2)=[O:34])[CH2:2][CH2:3][CH2:4][CH2:5][CH2:6]1.[Na+:45]>>[N:1]1([NH:7][C:8]([c:9]2[c:10]([OH:33])[cH:11][c:12]([O:15][CH2:16][CH:17]([OH:18])[c:19]3[cH:20][c:21]4[c:26]([cH:27][cH:28]3)[C:25]([CH3:29])([CH3:30])[CH2:24][CH2:23][C:22]4([CH3:31])[CH3:32])[cH:13][cH:14]2)=[O:34])[CH2:2][CH2:3][CH2:4][CH2:5][CH2:6]1. The reactants are COC(C[C@@H]1[C@H](C(N1)=O)N1C(C=2C(C1=O)=CC=CC2)=O)OC ((3R,4R)-4-(2,2-dimethoxyethyl)-3-phthalimido-2-oxoazetidine). The solvent is C(C)(=O)O (acetic acid). Product: O=CC[C@@H]1[C@H](C(N1)=O)N1C(C=2C(C1=O)=CC=CC2)=O ((3R,4R)-4-(2-oxoethyl)-3-phthalimido-2-oxoazetidine). Isolated yield 76.1%. RXN SMILES: C[O:2][CH:3](OC)[CH2:4][C@H:5]1[NH:8][C:7](=[O:9])[C@@H:6]1[N:10]1[C:14](=[O:15])[C:13]2=[CH:16][CH:17]=[CH:18][CH:19]=[C:12]2[C:11]1=[O:20]>C(O)(=O)C>[O:2]=[CH:3][CH2:4][C@H:5]1[NH:8][C:7](=[O:9])[C@@H:6]1[N:10]1[C:11](=[O:20])[C:12]2=[CH:19][CH:18]=[CH:17][CH:16]=[C:13]2[C:14]1=[O:15]. Procedure details: A solution of (3R,4R)-4-(2,2-dimethoxyethyl)-3-phthalimido-2-oxoazetidine (65 mg) in 80% aqueous acetic acid (1.5 ml) was heated at 64° for two hours. After evaporation of the solvent in vacuo, the residue was crystallized from a mixture of diethyl ether and ethyl acetate to afford (3R,4R)-4-(2-oxoethyl)-3-phthalimido-2-oxoazetidine (42 mg). Reactants: C(C)(C)(C)C1=CC(=C(C=C1)C=1N(C(C(N1)(C)C1=CC=C(C=C1)Cl)(C)C1=CC=C(C=C1)Cl)C(=O)Cl)OC(C)C (rac-(4S*,5R*)-2-(4-tert-butyl-2-isopropoxy-phenyl)-4,5-bis-(4-chloro-phenyl)-4,5-dimethyl-4,5-dihydro-imidazole-1-carbonyl chloride), N1(CCNCC1)CCN1CCOCC1 (4-(2-piperazin-1-yl-ethyl)-morpholine). The product is C(C)(C)(C)C1=CC(=C(C=C1)C=1N([C@]([C@](N1)(C)C1=CC=C(C=C1)Cl)(C)C1=CC=C(C=C1)Cl)C(=O)N1CCN(CC1)CCN1CCOCC1)OC(C)C (rac-[(4S*,5R*)-2-(4-tert-Butyl-2-isopropoxy-phenyl)-4,5-bis-(4-chloro-phenyl)-4,5-dimethyl-4,5-dihydro-imidazol-1-yl]-[4-(2-morpholin-4-yl-ethyl)-piperazin-1-yl]-methanone). Reaction SMILES: [C:1]([C:5]1[CH:10]=[CH:9][C:8]([C:11]2[N:12]([C:32](Cl)=[O:33])[C:13]([C:25]3[CH:30]=[CH:29][C:28]([Cl:31])=[CH:27][CH:26]=3)([CH3:24])[C:14]([C:17]3[CH:22]=[CH:21][C:20]([Cl:23])=[CH:19][CH:18]=3)([CH3:16])[N:15]=2)=[C:7]([O:35][CH:36]([CH3:38])[CH3:37])[CH:6]=1)([CH3:4])([CH3:3])[CH3:2].[N:39]1([CH2:45][CH2:46][N:47]2[CH2:52][CH2:51][O:50][CH2:49][CH2:48]2)[CH2:44][CH2:43][NH:42][CH2:41][CH2:40]1>>[C:1]([C:5]1[CH:10]=[CH:9][C:8]([C:11]2[N:12]([C:32]([N:42]3[CH2:41][CH2:40][N:39]([CH2:45][CH2:46][N:47]4[CH2:48][CH2:49][O:50][CH2:51][CH2:52]4)[CH2:44][CH2:43]3)=[O:33])[C@@:13]([C:25]3[CH:30]=[CH:29][C:28]([Cl:31])=[CH:27][CH:26]=3)([CH3:24])[C@@:14]([C:17]3[CH:22]=[CH:21][C:20]([Cl:23])=[CH:19][CH:18]=3)([CH3:16])[N:15]=2)=[C:7]([O:35][CH:36]([CH3:38])[CH3:37])[CH:6]=1)([CH3:3])([CH3:4])[CH3:2]. Reported procedure: In a manner analogous to the method described in example 5, rac-(4S*,5R*)-2-(4-tert-butyl-2-isopropoxy-phenyl)-4,5-bis-(4-chloro-phenyl)-4,5-dimethyl-4,5-dihydro-imidazole-1-carbonyl chloride was reacted with 4-(2-piperazin-1-yl-ethyl)-morpholine (Aldrich) to give the title compound. HR-MS (ES, m/z) calculated for C41H54N5O3Cl2 [(M+H)+] 734.3598, observed 734.3600. The reactants are CC(C)(C)OC(=O)OC(=O)[O-], CCOC(=O)C(C(=O)OCC)c1csc(N)n1, CCOC(C)=O. The product is CCOC(=O)C(C(=O)OCC)c1csc(NC(=O)OC(C)(C)C)n1. As a reaction SMILES: [C:18]([O:19][C:20]([CH3:21])([CH3:22])[CH3:23])(=[O:24])[O:25][C:26]([O-:27])=[O:28].[CH2:1]([CH3:2])[O:3][C:4]([CH:5]([C:6](=[O:7])[O:8][CH2:9][CH3:10])[c:11]1[n:12][c:13]([NH2:16])[s:14][cH:15]1)=[O:17].[CH3:29][CH2:30][O:31][C:32](=[O:33])[CH3:34]>>[CH2:1]([CH3:2])[O:3][C:4]([CH:5]([C:6](=[O:7])[O:8][CH2:9][CH3:10])[c:11]1[n:12][c:13]([NH:16][C:18]([O:19][C:20]([CH3:21])([CH3:22])[CH3:23])=[O:24])[s:14][cH:15]1)=[O:17]. Starting materials: FC(C1=CC=C(C=C1)C=1N=C(SC1)C1(CCOCC1)CN)(F)F ((4-(4-(4-(trifluoromethyl)phenyl)thiazol-2-yl)tetrahydro-2H-pyran-4-yl)methanamine), FC(C1=NC(=NO1)C=1C=C(C(=O)O)C=CC1)(F)F (3-(5-(trifluoromethyl)-1,2,4-oxadiazol-3-yl)benzoic acid). Yields the product FC(C1=NC(=NO1)C=1C=C(C(=O)NCC2(CCOCC2)C=2SC=C(N2)C2=CC=C(C=C2)C(F)(F)F)C=CC1)(F)F (3-(5-(Trifluoromethyl)-1,2,4-oxadiazol-3-yl)-N-((4-(4-(4-(trifluoromethyl)phenyl)thiazol-2-yl)tetrahydro-2H-pyran-4-yl)methyl)benzamide). Yield: 19.0%. Reaction SMILES: [F:1][C:2]([F:23])([F:22])[C:3]1[CH:8]=[CH:7][C:6]([C:9]2[N:10]=[C:11]([C:14]3([CH2:20][NH2:21])[CH2:19][CH2:18][O:17][CH2:16][CH2:15]3)[S:12][CH:13]=2)=[CH:5][CH:4]=1.[F:24][C:25]([F:41])([F:40])[C:26]1[O:30][N:29]=[C:28]([C:31]2[CH:32]=[C:33]([CH:37]=[CH:38][CH:39]=2)[C:34](O)=[O:35])[N:27]=1>>[F:40][C:25]([F:24])([F:41])[C:26]1[O:30][N:29]=[C:28]([C:31]2[CH:32]=[C:33]([CH:37]=[CH:38][CH:39]=2)[C:34]([NH:21][CH2:20][C:14]2([C:11]3[S:12][CH:13]=[C:9]([C:6]4[CH:5]=[CH:4][C:3]([C:2]([F:1])([F:22])[F:23])=[CH:8][CH:7]=4)[N:10]=3)[CH2:19][CH2:18][O:17][CH2:16][CH2:15]2)=[O:35])[N:27]=1. Reported procedure: This compound was synthesized from (4-(4-(4-(trifluoromethyl)phenyl)thiazol-2-yl)tetrahydro-2H-pyran-4-yl)methanamine and 3-(5-(trifluoromethyl)-1,2,4-oxadiazol-3-yl)benzoic acid as described in example 8 step 6 (9 mgs, 19% yield). 1H NMR (300 MHz, CDCl3) δ 8.44 (s, 1H), 8.24 (d, J=7.7 Hz, 1H), 8.00 (m, 2H), 7.65-7.58 (m, 4H), 7.36 (s, 1H), 4.02-3.78 (m, 4H), 3.74 (m, 2H), 2.30 (m, 2H), 2.05 (m, 2H). MS (ESI) m/z: Calculated for C26H20F6N4O3S: 582.12. found: 583.1 (M+H)+. Starting materials: [NH4+].[F-] (NH4F), [F-].[K+] (KF), solution ( C ), solvent ( A ), [U] (uranium), NH4HF2, [U] (uranium). Yields the product crystals ( E ), [F-].[NH4+].[U] (uranium ammonium fluoride), [F-].[K+].[U+6].[F-].[F-].[F-].[F-].[F-].[F-] (uranium potassium fluoride), [U] (uranium). RXN SMILES: [U:1].[NH4+:2].[F-:3].[F-].[K+:5]>>[F-:3].[NH4+:2].[U:1].[F-:3].[K+:5].[U+6:1].[F-:3].[F-:3].[F-:3].[F-:3].[F-:3].[F-:3].[U:1] |f:1.2,3.4,5.6.7,8.9.10.11.12.13.14.15.16|. Reported procedure: As shown in flow sheets of FIGS. 1 and 2, an organic solvent (A) containing uranium is introduced to the stripping stage (B), uranium is stripped from the organic phase to the aqueous phase with contact of the strip solution (C) containing one or more compounds selected from NH4F, NH4HF2, KF and KHF2 and the crystals (E) such as uranium ammonium fluoride, uranium acid ammonium fluoride, uranium potassium fluoride and uranium acid potassium fluoride are obtained in the filtration stage of uranium... Starting materials: FC(S(=O)(=O)O)(F)F.ClC1C2=C(N(C3=CC=CC=C13)C)C1=C(O2)C=CC=C1 (11-Chloro-5-methylbenzofuro [3,2-b]quinoline Trifluoromethanesulfonate), ClC1=CC=C(C=C1)S (4-chlorothiophenol). Solvent: CCCCCC (hexane), C(C)OCCO (2-ethoxyethanol). Conditions: time 6 minute. Yields the product [Cl-].ClC1=CC=C(C=C1)SC1=C2C(=[N+](C3=CC=CC=C13)C)C1=C(O2)C=CC=C1 (11-(4-Chlorophenylthio)-5-methylbenzofuro [3,2-b]quinolinium Chloride). Yield: 77.7%. RXN SMILES: FC(F)(F)S(O)(=O)=O.[Cl:9][CH:10]1[C:19]2[C:14](=[CH:15][CH:16]=[CH:17][CH:18]=2)[N:13]([CH3:20])[C:12]2[C:21]3[CH:27]=[CH:26][CH:25]=[CH:24][C:22]=3[O:23][C:11]1=2.[Cl:28][C:29]1[CH:34]=[CH:33][C:32]([SH:35])=[CH:31][CH:30]=1>C(OCCO)C.CCCCCC>[Cl-:9].[Cl:28][C:29]1[CH:34]=[CH:33][C:32]([S:35][C:10]2[C:19]3[C:14](=[CH:15][CH:16]=[CH:17][CH:18]=3)[N+:13]([CH3:20])=[C:12]3[C:21]4[CH:27]=[CH:26][CH:25]=[CH:24][C:22]=4[O:23][C:11]=23)=[CH:31][CH:30]=1 |f:0.1,5.6|. Procedure: To a solution 11-chloro-5-methylbenzofuro[3,2b]quinoline trifluoromethanesulfonate from Example 56 (65 mg, 0.156 mmol) in 2-ethoxyethanol (5 ml) was added 4-chlorothiophenol (23 mg, 0.156 mmol) causing the reaction mixture to became a bright yellow. After 5-7 min, TLC showed the disappearance of the starting material. The reaction mixture was cooled to room temperature, diluted with hexane (100 mL), cooled below room temperature, filtered and dried to afford 50 mg (63%) of the title compound, mp...